Dataset: the Open Reaction Database (ORD), a public repository of structured organic reaction records. Task: describe an organic reaction: reactants, conditions, products, and yield Starting materials: NC1=C(C=C(C=C1)C(C(=O)O)C)[N+](=O)[O-] (2-(4-Amino-3-nitro-phenyl)-propionic acid). The reagents and catalysts are [C].[Pd] (palladium carbon). Solvent: CCO.O (EtOH H2O). Conditions: time 5 hour. The product is NC=1C=C(C=CC1N)C(C(=O)O)C (2-(3,4-Diaminophenyl)propanoic acid). As a reaction SMILES: [NH2:1][C:2]1[CH:7]=[CH:6][C:5]([CH:8]([CH3:12])[C:9]([OH:11])=[O:10])=[CH:4][C:3]=1[N+:13]([O-])=O>[C].[Pd].CCO.O>[NH2:13][C:3]1[CH:4]=[C:5]([CH:8]([CH3:12])[C:9]([OH:11])=[O:10])[CH:6]=[CH:7][C:2]=1[NH2:1] |f:1.2,3.4|. Procedure: To the flask was added EtOH/H2O (3.5:1, 45 mL) followed by 2-(4-Amino-3-nitro-phenyl)-propionic acid (5.73 g, 27.3 mmol) and 10% palladium carbon (117 mg) at room temperature. The reaction mixture was hydrogenated and stirred for 5 hrs at 64 psi then filtered through celite bed, and washed with EtOH. The filtrate was concentrated in vacuo. The residue was purified by flash column chromatography on silica gel using CH2Cl2:MeOH (10:1) as eluant.